This data is from the Open Reaction Database (ORD), a public repository of structured organic reaction records. The task is: describe an organic reaction: reactants, conditions, products, and yield The reactants are O=C([O-])O, COc1ccc(B(O)O)cc1, Cc1ccccc1, CCO, CC(C)n1cc(I)c2c(Cl)ncnc21, [Na+], O. The product is COc1ccc(-c2cn(C(C)C)c3ncnc(Cl)c23)cc1. RXN SMILES: [C:33](=[O:34])([OH:35])[O-:36].[CH3:15][O:16][c:17]1[cH:18][cH:19][c:20]([B:23]([OH:24])[OH:25])[cH:21][cH:22]1.[CH3:26][c:27]1[cH:28][cH:29][cH:30][cH:31][cH:32]1.[CH3:39][CH2:40][OH:41].[Cl:1][c:2]1[c:3]2[c:4]([n:5][cH:6][n:7]1)[n:8]([CH:12]([CH3:13])[CH3:14])[cH:9][c:10]2[I:11].[Na+:37].[OH2:38]>>[Cl:1][c:2]1[c:3]2[c:4]([n:5][cH:6][n:7]1)[n:8]([CH:12]([CH3:13])[CH3:14])[cH:9][c:10]2-[c:20]1[cH:19][cH:18][c:17]([O:16][CH3:15])[cH:22][cH:21]1. Reactants: CO, CCOC(=O)c1cc(-c2nnn[nH]2)c2ccn(C3CC3)c2c1, Cl, [Na+], [OH-]. Product: O=C(O)c1cc(-c2nnn[nH]2)c2ccn(C3CC3)c2c1. RXN SMILES: [CH3:26][OH:27].[CH:3]1([n:6]2[cH:7][cH:8][c:9]3[c:10](-[c:20]4[n:21][n:22][n:23][nH:24]4)[cH:11][c:12]([C:15](=[O:16])[O:17][CH2:18][CH3:19])[cH:13][c:14]23)[CH2:4][CH2:5]1.[ClH:25].[Na+:2].[OH-:1]>>[CH:3]1([n:6]2[cH:7][cH:8][c:9]3[c:10](-[c:20]4[n:21][n:22][n:23][nH:24]4)[cH:11][c:12]([C:15](=[O:16])[OH:17])[cH:13][c:14]23)[CH2:4][CH2:5]1. Starting materials: C(C)OC12N=C(SC1COC2)NC(=O)C21CC3CC(CC(C2)C3)C1 (Adamantane-1-carboxylic acid (3a-ethoxy-3a,4,6,6a-tetrahydro-furo[3,4-d]thiazol-2-yl)-amide), COCCBr (2-bromoethyl methyl ether). The product is C(C)OC12N(/C(/SC1COC2)=N/C(=O)C21CC3CC(CC(C2)C3)C1)CCOC (N-[(2Z)-3a-ethoxy-3-(2-methoxyethyl)tetrahydrofuro[3,4-d][1,3]thiazol-2(3H)-ylidene]adamantane-1-carboxamide). As a reaction SMILES: [CH2:1]([O:3][C:4]12[CH2:11][O:10][CH2:9][CH:8]1[S:7][C:6]([NH:12][C:13]([C:15]13[CH2:24][CH:19]4[CH2:20][CH:21]([CH2:23][CH:17]([CH2:18]4)[CH2:16]1)[CH2:22]3)=[O:14])=[N:5]2)[CH3:2].[CH3:25][O:26][CH2:27][CH2:28]Br>>[CH2:1]([O:3][C:4]12[CH2:11][O:10][CH2:9][CH:8]1[S:7]/[C:6](=[N:12]\[C:13]([C:15]13[CH2:24][CH:19]4[CH2:20][CH:21]([CH2:23][CH:17]([CH2:18]4)[CH2:16]1)[CH2:22]3)=[O:14])/[N:5]2[CH2:28][CH2:27][O:26][CH3:25])[CH3:2]. Procedure details: The product of Example 72C and 2-bromoethyl methyl ether were processed according to the method of Example 1B to afford the title compound. MS (ESI+) m/z 409 (M+H)+. Reactants: BrB(Br)Br, CCO[PH](=O)Cc1cccc(OC)c1, ClCCl. Yields the product CCO[PH](=O)Cc1cccc(O)c1. Reaction SMILES: [B:1]([Br:2])([Br:3])[Br:4].[CH3:5][O:6][c:7]1[cH:8][c:9]([CH2:13][PH:14]([O:15][CH2:16][CH3:17])=[O:18])[cH:10][cH:11][cH:12]1.[Cl:19][CH2:20][Cl:21]>>[OH:6][c:7]1[cH:8][c:9]([CH2:13][PH:14]([O:15][CH2:16][CH3:17])=[O:18])[cH:10][cH:11][cH:12]1.